describe an organic reaction: reactants, conditions, products, and yield From a dataset of the Open Reaction Database (ORD), a public repository of structured organic reaction records. Reactants: Cc1c(Br)sc(Br)c1Br, [Li]CCCC, COS(=O)(=O)OC, CCOCC. The product is Cc1sc(Br)c(C)c1Br. As a reaction SMILES: [Br:1][c:2]1[s:3][c:4]([Br:9])[c:5]([Br:8])[c:6]1[CH3:7].[CH3:10][CH2:11][CH2:12][CH2:13][Li:14].[CH3:15][O:16][S:17]([O:18][CH3:19])(=[O:20])=[O:21].[CH3:22][CH2:23][O:24][CH2:25][CH3:26]>>[Br:1][c:2]1[s:3][c:4]([CH3:10])[c:5]([Br:8])[c:6]1[CH3:7]. Starting materials: ClC1=C2C(=NC=C1)C=C(S2)C(=O)N2C[C@@H](CC2)OC (7-chloro-2-[(R)-3-methoxypyrrolidine-1-carbonyl]thieno[3,2-b]pyridine), CNC(=O)C1=CN(C2=CC(=CC=C12)O)C (6-hydroxy-1-methyl-1H-indole-3-carboxylic acid methylamide), C(=O)([O-])[O-].[Cs+].[Cs+] (Cs2CO3). Yields the product CNC(=O)C1=CN(C2=CC(=CC=C12)OC1=C2C(=NC=C1)C=C(S2)C(=O)N2CC(CC2)OC)C (6-[2-(3-methoxypyrrolidine-1-carbonyl)-thieno[3,2-b]pyridin-7-yloxy]-1-methyl-1H-indole-3-carboxylic acid methylamide). Reaction SMILES: Cl[C:2]1[CH:7]=[CH:6][N:5]=[C:4]2[CH:8]=[C:9]([C:11]([N:13]3[CH2:17][CH2:16][C@@H:15]([O:18][CH3:19])[CH2:14]3)=[O:12])[S:10][C:3]=12.[CH3:20][NH:21][C:22]([C:24]1[C:32]2[C:27](=[CH:28][C:29]([OH:33])=[CH:30][CH:31]=2)[N:26]([CH3:34])[CH:25]=1)=[O:23].C([O-])([O-])=O.[Cs+].[Cs+]>>[CH3:20][NH:21][C:22]([C:24]1[C:32]2[C:27](=[CH:28][C:29]([O:33][C:2]3[CH:7]=[CH:6][N:5]=[C:4]4[CH:8]=[C:9]([C:11]([N:13]5[CH2:17][CH2:16][CH:15]([O:18][CH3:19])[CH2:14]5)=[O:12])[S:10][C:3]=34)=[CH:30][CH:31]=2)[N:26]([CH3:34])[CH:25]=1)=[O:23] |f:2.3.4|. Procedure: This material was prepared by the reaction of 7-chloro-2-[(R)-3-methoxypyrrolidine-1-carbonyl]thieno[3,2-b]pyridine 4b with 6-hydroxy-1-methyl-1H-indole-3-carboxylic acid methylamide 21b and Cs2CO3 in a manner as previously described for example 1. 1H NMR (300 MHz, CD3OD) δ8.53 (1H, d, J=5.5 Hz), 8.25 (1H, d, J=8.7 Hz), 7.96 (1H, d, J=6.2 Hz), 7.86 (1H, s), 7.46 (1H, d, J=1.9 Hz), 7.12 (1H, d, J=8.5 Hz), 6.74 (1H, d, J=5.5 Hz), 4.19-4.11 (1H, m), 4.05-3.95 (2H, m), 3.38 (3H, s), 3.85-3.72 (2H, m... The reactants are C(C)N(CCNC=1C(=CC(=CC1)[N+](=O)[O-])N)CC (N1-(2-Diethylamino-ethyl)-4-nitro-benzene-1,2-diamine), C(C)OC1N(C2=CC=CC=C2C=C1)C(=O)OCC (2-Ethoxy-1-ethoxycarbonyl-1,2-dihydroquinoline), C(C)OC1=CC=C(C=C1)CC(=O)O ((4-Ethoxy-phenyl)-acetic acid). Solvent: ClCCl (dichloromethane). Reaction conditions: temperature 35 celsius. Yields the product powder 6a, C(C)N(CCNC1=C(C=C(C=C1)[N+](=O)[O-])NC(CC1=CC=C(C=C1)OCC)=O)CC (N-[2-(2-Diethylamino-ethylamino)-5-nitro-phenyl]-2-(4-ethoxy-phenyl)-acetamide). As a reaction SMILES: [CH2:1]([N:3]([CH2:17][CH3:18])[CH2:4][CH2:5][NH:6][C:7]1[C:8]([NH2:16])=[CH:9][C:10]([N+:13]([O-:15])=[O:14])=[CH:11][CH:12]=1)[CH3:2].[CH2:19]([O:21][C:22]1[CH:27]=[CH:26][C:25]([CH2:28][C:29](O)=[O:30])=[CH:24][CH:23]=1)[CH3:20].C(OC1C=CC2C(=CC=CC=2)N1C(OCC)=O)C>ClCCl>[CH2:17]([N:3]([CH2:1][CH3:2])[CH2:4][CH2:5][NH:6][C:7]1[CH:12]=[CH:11][C:10]([N+:13]([O-:15])=[O:14])=[CH:9][C:8]=1[NH:16][C:29](=[O:30])[CH2:28][C:25]1[CH:26]=[CH:27][C:22]([O:21][CH2:19][CH3:20])=[CH:23][CH:24]=1)[CH3:18]. Reported procedure: N1-(2-Diethylamino-ethyl)-4-nitro-benzene-1,2-diamine 4a (0.47 g, 1.863 mmol) was dissolved in anhydrous dichloromethane (110 mL) in a small, argon purged flask fitted with an condenser and magnetic stirbar. (4-Ethoxy-phenyl)-acetic acid 5 (0.352 g, 1.956 mmol) followed by 2-Ethoxy-1-ethoxycarbonyl-1,2-dihydroquinoline (0.552 g, 2.235 mmol) are added quickly as solids and resulting solution heated in an oil bath at 35° C. for 18 hours. After cooling to room temperature the solvent was removed un... The reactants are C(C)(C)(C)O[K] (tBuOK), C(C)NC(=O)NC=1SC2=C(N1)C=C(C=C2/C(=N/OC)/C)C=2C=NC(=NC2)N2CCC(CC2)(C(=O)OCC)C (ethyl 1-[5-[2-(ethylcarbamoylamino)-7-[(E)-N-methoxy-C-methyl-carbonimidoyl]-1,3-benzothiazol-5-yl]pyrimidin-2-yl]-4-methyl-piperidine-4-carboxylate). Run in CS(=O)C (DMSO). Reaction conditions: time 2 hour. Product: C(C)NC(=O)NC=1SC2=C(N1)C=C(C=C2/C(=N/OC)/C)C=2C=NC(=NC2)N2CCC(CC2)(C(=O)O)C (1-[5-[2-(ethylcarbamoylamino)-7-[(E)-N-methoxy-C-methyl-carbonimidoyl]-1,3-benzothiazol-5-yl]pyrimidin-2-yl]-4-methyl-piperidine-4-carboxylic acid). The yield is 40.0%. As a reaction SMILES: C(O[K])(C)(C)C.[CH2:7]([NH:9][C:10]([NH:12][C:13]1[S:14][C:15]2[C:21](/[C:22](/[CH3:26])=[N:23]/[O:24][CH3:25])=[CH:20][C:19]([C:27]3[CH:28]=[N:29][C:30]([N:33]4[CH2:38][CH2:37][C:36]([CH3:44])([C:39]([O:41]CC)=[O:40])[CH2:35][CH2:34]4)=[N:31][CH:32]=3)=[CH:18][C:16]=2[N:17]=1)=[O:11])[CH3:8]>CS(C)=O>[CH2:7]([NH:9][C:10]([NH:12][C:13]1[S:14][C:15]2[C:21](/[C:22](/[CH3:26])=[N:23]/[O:24][CH3:25])=[CH:20][C:19]([C:27]3[CH:32]=[N:31][C:30]([N:33]4[CH2:38][CH2:37][C:36]([CH3:44])([C:39]([OH:41])=[O:40])[CH2:35][CH2:34]4)=[N:29][CH:28]=3)=[CH:18][C:16]=2[N:17]=1)=[O:11])[CH3:8]. Procedure: tBuOK (124 mg, 1.11 mmol) was added to a solution of ethyl 1-[5-[2-(ethylcarbamoylamino)-7-[(E)-N-methoxy-C-methyl-carbonimidoyl]-1,3-benzothiazol-5-yl]pyrimidin-2-yl]-4-methyl-piperidine-4-carboxylate in DMSO (4 mL). The mixture was stirred at ambient temperature for 2 h after which time LCMS indicated clean conversion to the acid. The mixture was filtered through cotton wool to remove solid particulates and purified by preparative HPLC to give Compound 88 as a white solid, 76 mg, 40% yield ove...